Dataset: the Open Reaction Database (ORD), a public repository of structured organic reaction records. Task: describe an organic reaction: reactants, conditions, products, and yield Reactants: C(CCCCCCC(=O)O)(=O)O (suberic acid), C(C)(=O)OC(C)=O (acetic anhydride), chlorocarbonyl bis(dimethylphenylphospine)rhodium. Run at temperature 255 celsius. The product is C(CCCCC=C)(=O)O (6-heptenoic acid). The yield is 367.0%. Reaction SMILES: C(O)(=O)[CH2:2][CH2:3][CH2:4][CH2:5][CH2:6][CH2:7][C:8]([OH:10])=[O:9].C(OC(=O)C)(=O)C>>[C:8]([OH:10])(=[O:9])[CH2:7][CH2:6][CH2:5][CH2:4][CH:3]=[CH2:2]. Reported procedure: In a procedure similar to example 3, a mixture of suberic acid (20.0 g, 0.115 mol), acetic anhydride (11.7 g, 0.115 mol) , and chlorocarbonyl bis(dimethylphenylphospine)rhodium (0.509 g, 0.00115 mol) was heated under reduced pressure (100 torr) using an oil bath maintained at 255° C. and the product collected as it distilled from the reactor. The material removed was continuously replaced with a mixture of suberic acid and acetic anhydride (1:1 molar mixture; a total of 90.0 g of suberic acid wa... The reactants are F (hydrogen fluoride), CN(C(=O)C=1N=CC(=NC1)OC=1C=C(C(=O)OC)C=C(C1)O[C@H](CO[Si](C(C)C)(C(C)C)C(C)C)C)C (methyl 3-[5-(dimethylcarbamoyl)pyrazin-2-yl]oxy-5-[(2S)-1-tripropan-2-ylsilyloxypropan-2-yl]oxy-benzoate), F (hydrogen fluoride). Run in C1CCOC1 (THF). Conditions: time 18 hour. Product: CN(C(=O)C=1N=CC(=NC1)OC=1C=C(C(=O)OC)C=C(C1)O[C@H](CO)C)C (Methyl 3-[5-(dimethylcarbamoyl)pyrazin-2-yl]oxy-5-[(2S)-1-hydroxypropan-2-yl]oxy-benzoate). The yield is 98.0%. As a reaction SMILES: F.[CH3:2][N:3]([CH3:38])[C:4]([C:6]1[N:7]=[CH:8][C:9]([O:12][C:13]2[CH:14]=[C:15]([CH:20]=[C:21]([O:23][C@@H:24]([CH3:37])[CH2:25][O:26][Si](C(C)C)(C(C)C)C(C)C)[CH:22]=2)[C:16]([O:18][CH3:19])=[O:17])=[N:10][CH:11]=1)=[O:5]>C1COCC1>[CH3:38][N:3]([CH3:2])[C:4]([C:6]1[N:7]=[CH:8][C:9]([O:12][C:13]2[CH:14]=[C:15]([CH:20]=[C:21]([O:23][C@@H:24]([CH3:37])[CH2:25][OH:26])[CH:22]=2)[C:16]([O:18][CH3:19])=[O:17])=[N:10][CH:11]=1)=[O:5]. Procedure: A solution of hydrogen fluoride (70% in pyridine, 3.25 mL) was added to methyl 3-[5-(dimethylcarbamoyl)pyrazin-2-yl]oxy-5-[(2S)-1-tripropan-2-ylsilyloxypropan-2-yl]oxy-benzoate in THF (300 mL) in a PTFE vessel and the resulting solution stirred for 18 hours at room temp. Further hydrogen fluoride solution (70% in pyridine, 3.25 mL) was added and the reaction stirred for an additional 66 hours. The reaction was quenched by the very careful addition of saturated aqueous sodium bicarbonate solution... Reactants: S1C(=CC=C1)C(=O)Cl (2-Thiophene carbonyl chloride), ClC=1C=C2C(=C(C(N(C2=CC1)CC1=CC=C(C=C1)F)=O)C#N)N1CCNCC1 (6-Chloro-1-(4-fluoro-benzyl)-2-oxo-4-(piperazin-1-yl)-1,2-dihydro-quinolin-3-carbonitrile), ice water. The solvent is N1=CC=CC=C1 (pyridine). Run at time 8 hour. Product: ClC=1C=C2C(=C(C(N(C2=CC1)CC1=CC=C(C=C1)F)=O)C#N)N1CCN(CC1)C(=O)C=1SC=CC1 (6-Chloro-1-(4-fluoro-benzyl)-2-oxo-4-[4-(thiophene-2-carbonyl)-piperazin-1-yl]-1,2-dihydro-quinolin-3-carbonitrile). Isolated yield 55.2%. Reaction SMILES: [S:1]1[CH:5]=[CH:4][CH:3]=[C:2]1[C:6](Cl)=[O:7].[Cl:9][C:10]1[CH:11]=[C:12]2[C:17](=[CH:18][CH:19]=1)[N:16]([CH2:20][C:21]1[CH:26]=[CH:25][C:24]([F:27])=[CH:23][CH:22]=1)[C:15](=[O:28])[C:14]([C:29]#[N:30])=[C:13]2[N:31]1[CH2:36][CH2:35][NH:34][CH2:33][CH2:32]1>N1C=CC=CC=1>[Cl:9][C:10]1[CH:11]=[C:12]2[C:17](=[CH:18][CH:19]=1)[N:16]([CH2:20][C:21]1[CH:22]=[CH:23][C:24]([F:27])=[CH:25][CH:26]=1)[C:15](=[O:28])[C:14]([C:29]#[N:30])=[C:13]2[N:31]1[CH2:36][CH2:35][N:34]([C:6]([C:2]2[S:1][CH:5]=[CH:4][CH:3]=2)=[O:7])[CH2:33][CH2:32]1. Procedure: 2-Thiophene carbonyl chloride (160 μL, 1.5 mmol) was added to a stirred solution of Compound 72 (397 mg, 1.0 mmol) in pyridine (5 mL) under argon at 0° C. The solution was allowed to come to room temperature and further stirred overnight. The solution was poured into ice water and the solids formed were filtered. The solids were washed by excess water, dried, and recrystallized by ethyl acetate to yield 280 mg (55%) of white solids. M.P. 253° C. 1H NMR (DMSO-d6): δ 3.70 (m, 4H), 3.93 (m, 4H), 5.... Conditions: time 3 day. Reported procedure: Combine 2-methoxy-3-amino-pyridine (75 mg, 0.606 mmol) and di-imidazol-1-yl-methanethione (108 mg, 0.606 mmol) in DMF (1.5 mL) and stir for 7.5 hr. Add 2-(2,6-dichloro-phenyl)-3H-benzoimidazole-5-carboxylic acid hydrazide (150 mg, 0.466 mmol) and DMF (1 mL). Stir for 3 days. Add EDCI (179 mg, 0.932 mmol) and heat to 80° C. for 1 hr. Upon cooling, dilute the reaction with EtOAc (75 mL) and extract with water (15 mL). Dry the organic phase over Na2SO4 and evaporate the solvent. Purify the residue ... Starting materials: ClC1=C(C(=CC=C1)Cl)C=1NC2=C(N1)C=CC(=C2)C(=O)NN (2-(2,6-dichloro-phenyl)-3H-benzoimidazole-5-carboxylic acid hydrazide), CCN=C=NCCCN(C)C (EDCI), COC1=NC=CC=C1N (2-methoxy-3-amino-pyridine), N1(C=NC=C1)C(=S)N1C=NC=C1 (di-imidazol-1-yl-methanethione). Yields the product ClC1=C(C(=CC=C1)Cl)C=1NC2=C(N1)C=CC(=C2)C2=NN=C(O2)NC=2C(=NC=CC2)OC ({5-[2-(2,6-Dichloro-phenyl)-3H-benzoimidazol-5-yl]-[1,3,4]oxadiazol-2-yl}-(2-methoxy-pyridin-3-yl)-amine). Reaction SMILES: [CH3:1][O:2][C:3]1[C:8]([NH2:9])=[CH:7][CH:6]=[CH:5][N:4]=1.N1(C(N2C=CN=C2)=S)C=CN=[CH:11]1.[Cl:22][C:23]1[CH:28]=[CH:27][CH:26]=[C:25]([Cl:29])[C:24]=1[C:30]1[NH:31][C:32]2[CH:38]=[C:37]([C:39]([NH:41][NH2:42])=[O:40])[CH:36]=[CH:35][C:33]=2[N:34]=1.CCN=C=NCCCN(C)C>CN(C=O)C.CCOC(C)=O>[Cl:22][C:23]1[CH:28]=[CH:27][CH:26]=[C:25]([Cl:29])[C:24]=1[C:30]1[NH:31][C:32]2[CH:38]=[C:37]([C:39]3[O:40][C:11]([NH:9][C:8]4[C:3]([O:2][CH3:1])=[N:4][CH:5]=[CH:6][CH:7]=4)=[N:42][N:41]=3)[CH:36]=[CH:35][C:33]=2[N:34]=1. The solvent is CCOC(=O)C (EtOAc), CN(C)C=O (DMF), CN(C)C=O (DMF). Reactants: CC(=O)OC(C)=O, Nc1nc(-c2ccc([N+](=O)[O-])cc2)c[nH]1. Yields the product CC(=O)Nc1nc(-c2ccc([N+](=O)[O-])cc2)c[nH]1. As a reaction SMILES: [CH3:16][C:17](=[O:18])[O:19][C:20](=[O:21])[CH3:22].[NH2:1][c:2]1[nH:3][cH:4][c:5](-[c:7]2[cH:8][cH:9][c:10]([N+:13](=[O:14])[O-:15])[cH:11][cH:12]2)[n:6]1>>[NH:1]([c:2]1[nH:3][cH:4][c:5](-[c:7]2[cH:8][cH:9][c:10]([N+:13](=[O:14])[O-:15])[cH:11][cH:12]2)[n:6]1)[C:17]([CH3:16])=[O:18]. Reactants: COC(=O)C1(NCC2(NC(=O)OC(C)(C)C)CCc3c(F)cc(F)cc32)CCCC1, CCOC(C)=O, Cl. Product: Cl, COC(=O)C1(NCC2(N)CCc3c(F)cc(F)cc32)CCCC1. Reaction SMILES: [C:1]([O:2][C:3](=[O:4])[NH:8][C:9]1([CH2:20][NH:21][C:22]2([C:27](=[O:28])[O:29][CH3:30])[CH2:23][CH2:24][CH2:25][CH2:26]2)[CH2:10][CH2:11][c:12]2[c:13]([F:19])[cH:14][c:15]([F:18])[cH:16][c:17]21)([CH3:5])([CH3:6])[CH3:7].[CH3:32][CH2:33][O:34][C:35]([CH3:36])=[O:37].[ClH:31]>>[ClH:31].[NH2:8][C:9]1([CH2:20][NH:21][C:22]2([C:27](=[O:28])[O:29][CH3:30])[CH2:23][CH2:24][CH2:25][CH2:26]2)[CH2:10][CH2:11][c:12]2[c:13]([F:19])[cH:14][c:15]([F:18])[cH:16][c:17]21. The reactants are C[C@H]1C(=O)O[C@H](C(=O)O1)C.C(C1=CC=CC=C1)OC(=O)NCCCCC1NC(COC1=O)=O (L-Lactide 3-[4-(benzyloxycarbonylamino) butyl]-morpholine-2,5-dione), stannous octoate chloroform, alcohol, C[C@H]1C(=O)O[C@H](C(=O)O1)C (L-Lactide), C(C1=CC=CC=C1)OC(=O)NCCCCC1NC(COC1=O)=O (3-[4-(benzyloxycarbonylamino) butyl]-morpholine-2,5-dione). Reaction conditions: time 42 hour. The product is C(CO)(=O)O.C(C1=CC=CC=C1)OC(=O)NCCCC[C@H](N)C(=O)O.C([C@@H](O)C)(=O)O (glycolic acid Nε-benzyloxycarbonyl-L-lysine L-lactic acid). Procedure details: According to the molar ratio of L-Lactide/3-[4-(benzyloxycarbonylamino) butyl]-morpholine-2,5-dione monomer-=1: 9, 40.5 g L-Lactide and 10 g 3-[4-(benzyloxycarbonylamino) butyl]-morpholine-2,5-dione monomer are weighed and put into ampule. Then 5 ml stannous octoate chloroform solution of 30 mg/ml is injected. After volatilization of the chloroform under vacuum, the ampule is sealed with alcohol blast burner. Finally, the sealed ampule is put into oil-bath of 90-140° C. for 12-72 h to obtain pol... As a reaction SMILES: C[C@@H:2]1[O:9]C(=O)[C@H](C)[O:5][C:3]1=[O:4].[CH2:11]([O:18][C:19]([NH:21][CH2:22][CH2:23][CH2:24][CH2:25][CH:26]1[C:31](=[O:32])[O:30]CC(=O)[NH:27]1)=[O:20])[C:12]1[CH:17]=[CH:16][CH:15]=[CH:14][CH:13]=1.[CH3:34][C@@H:35]1[O:42]C(=O)[C@H](C)[O:38][C:36]1=[O:37].C(OC(NCCCCC1C(=O)OCC(=O)N1)=O)C1C=CC=CC=1>C(Cl)(Cl)Cl>[C:3]([OH:5])(=[O:4])[CH2:2][OH:9].[CH2:11]([O:18][C:19]([NH:21][CH2:22][CH2:23][CH2:24][CH2:25][C@@H:26]([C:31]([OH:32])=[O:30])[NH2:27])=[O:20])[C:12]1[CH:13]=[CH:14][CH:15]=[CH:16][CH:17]=1.[C:36]([OH:38])(=[O:37])[C@H:35]([CH3:34])[OH:42] |f:0.1,5.6.7|. Solvent: C(Cl)(Cl)Cl (chloroform). Starting materials: COC1=C(C=C(C=C1)CCCC(=O)O)C (4-(4-methoxy-3-methylphenyl)butyric acid), COC1=C(C=C(C=C1)C(C(=O)O)CC)C (4-Methoxy-3-methylphenylbutyric acid). The solvent is CS(=O)(=O)O (methanesulfonic acid). Yields the product COC1=C(C=C2CCCC(C2=C1)=O)C (7-Methoxy-6-methyl-3,4-dihydro-2H-naphthalen-1-one). The yield is 87.5%. As a reaction SMILES: [CH3:1][O:2][C:3]1[CH:8]=[CH:7][C:6]([CH2:9][CH2:10][CH2:11][C:12]([OH:14])=O)=[CH:5][C:4]=1[CH3:15].COC1C=CC(C(CC)C(O)=O)=CC=1C>CS(O)(=O)=O>[CH3:1][O:2][C:3]1[CH:8]=[C:7]2[C:6]([CH2:9][CH2:10][CH2:11][C:12]2=[O:14])=[CH:5][C:4]=1[CH3:15]. Procedure details: A solution of 4-(4-methoxy-3-methylphenyl)butyric acid (Compound 27, 24.0 g, 115.4 mmol) and 400 mL of methanesulfonic acid was stirred at room temperature under the argon atmosphere for 24 h, then poured into ice, extracted three times with ethyl acetate, washed with NaHCO3 1 N, brine, dried over MgSO4, and filtered. The solvent was removed to give 19.2 g (88%) of the title compound as a dark brown solid.